This data is from the Open Reaction Database (ORD), a public repository of structured organic reaction records. The task is: describe an organic reaction: reactants, conditions, products, and yield Reactants: C(C)OC(C(=CCC1CCCCC1)C(C)=O)=O (2-acetyl-4-cyclohexyl-but-2-enoic acid ethyl ester), C1CC(=O)N(C1=O)Br (NBS). Solvent: C(Cl)(Cl)(Cl)Cl (CCl4), C(Cl)(Cl)(Cl)Cl (CCl4). Reaction conditions: time 68 hour. Product: C(C)OC(=O)C1=C(OC(=C1)C1CCCCC1)C (5-cyclohexyl-2-methyl-furan-3-carboxylic acid ethyl ester). Isolated yield 76.5%. As a reaction SMILES: [CH2:1]([O:3][C:4](=[O:17])[C:5]([C:14](=[O:16])[CH3:15])=[CH:6][CH2:7][CH:8]1[CH2:13][CH2:12][CH2:11][CH2:10][CH2:9]1)[CH3:2].C1C(=O)N(Br)C(=O)C1>C(Cl)(Cl)(Cl)Cl>[CH2:1]([O:3][C:4]([C:5]1[CH:6]=[C:7]([CH:8]2[CH2:13][CH2:12][CH2:11][CH2:10][CH2:9]2)[O:16][C:14]=1[CH3:15])=[O:17])[CH3:2]. Reported procedure: A solution of 2-acetyl-4-cyclohexyl-but-2-enoic acid ethyl ester (1.79 g, 7.52 mmol) in 40 mL CCl4 was added to a slurry of NBS (1.338 g, 7.52 mmol) in 40 mL CCl4. The mixture was refluxed under argon for 12 hours, stirred at room temperature for 68 hours and then cooled in an ice bath. The precipitated solid was filtered off and the filtrate was evaporated to an oil that was purified by short-path distillation (165-185° C., 1 mm Hg) yielding 5-cyclohexyl-2-methyl-furan-3-carboxylic acid ethyl e... The product is ClC=1C=C2C(=C(C(=C(C2=CC1)OC(C)=O)OC)OC)O (6-chloro-2,3-dimethoxy-1-acetyloxy-4-hydroxynaphthalene). Solvent: C(C)#N (acetonitrile). RXN SMILES: [Cl:1][C:2]1[CH:3]=[C:4]2[C:9](=[CH:10][CH:11]=1)[C:8]([O:12][C:13](=[O:15])[CH3:14])=[C:7]([O:16][CH3:17])[C:6]([O:18][CH3:19])=[C:5]2[O:20]C(=O)C.P([O-])([O-])([O-])=O.P([O-])([O-])(O)=O.[Na+].[Na+]>C(#N)C>[Cl:1][C:2]1[CH:3]=[C:4]2[C:9](=[CH:10][CH:11]=1)[C:8]([O:12][C:13](=[O:15])[CH3:14])=[C:7]([O:16][CH3:17])[C:6]([O:18][CH3:19])=[C:5]2[OH:20] |f:2.3.4|. Procedure: Ten grams of 6-chloro-2,3-dimethoxy-1,4-diacetyloxynaphthalene, 150 ml of 0.05M, pH 8, phosphate buffer solution and 150 ml of acetonitrile were heated at 80° C. for 10 days. The reaction was monitored by TLC. Additional disodium hydrogen phosphate was added to maintain the reaction mixture at pH 8. The reaction mixture was cooled and solvent evaporated and the resultant residue was extracted with ethyl acetate (3X), washed with 1M HCl (2X) and brine (2X). The solution was dried over sodium sulf... The reactants are ClC=1C=C2C(=C(C(=C(C2=CC1)OC(C)=O)OC)OC)OC(C)=O (6-chloro-2,3-dimethoxy-1,4-diacetyloxynaphthalene), P(=O)([O-])([O-])[O-] (phosphate), P(=O)(O)([O-])[O-].[Na+].[Na+] (disodium hydrogen phosphate). The yield is 22.8%. Starting materials: CCOC(C)=O, O=C(Nc1cccc(C(F)(F)F)c1)c1cccnc1Cl, NCc1ccncc1. The product is O=C(Nc1cccc(C(F)(F)F)c1)c1cccnc1NCc1ccncc1. Reaction SMILES: [CH3:29][CH2:30][O:31][C:32](=[O:33])[CH3:34].[Cl:1][c:2]1[n:3][cH:4][cH:5][cH:6][c:7]1[C:8](=[O:9])[NH:10][c:11]1[cH:12][c:13]([C:17]([F:18])([F:19])[F:20])[cH:14][cH:15][cH:16]1.[n:21]1[cH:22][cH:23][c:24]([CH2:27][NH2:28])[cH:25][cH:26]1>>[c:2]1([NH:28][CH2:27][c:24]2[cH:23][cH:22][n:21][cH:26][cH:25]2)[n:3][cH:4][cH:5][cH:6][c:7]1[C:8](=[O:9])[NH:10][c:11]1[cH:12][c:13]([C:17]([F:18])([F:19])[F:20])[cH:14][cH:15][cH:16]1.